From a dataset of the Open Reaction Database (ORD), a public repository of structured organic reaction records. describe an organic reaction: reactants, conditions, products, and yield Procedure details: A mixture of the above chloride (0.21 g, 0.66 mmol), ethyl (R)-3-piperidinecarboxylate tartrate (0.30 g, 1.0 mmol), potassium carbonate (0.18 g, 2.0 mmol), potassium iodide (0.10 g, 0.60 mmol) and 2-butanone (10 ml) was heated at reflux temperature for 40 hours. After cooling to room temperature, dichloromethane (50 ml) was added and the mixture was filtered. The filtrate was washed with 1N hydrochloric acid (20 ml), water (20 ml) and saturated sodium hydrogencarbonate solution (20 ml), dried ov... Yields the product Cl.C(C)OC(=O)[C@H]1CN(CCC1)CCCN1C2=C(C3=C(C4=C1C=CC=C4)C=CC=C3)C=CC=C2 ((R)-1-(3-(9H-tribenz[b,d,f]azepin-9-yl)propyl)-3-piperidine carboxylic acid ethyl ester hydrochloride). Solvent: ClCCl (dichloromethane). RXN SMILES: [Cl-:1].[C:2]([CH:5]([CH:7]([C:9](O)=O)O)O)(O)=O.[NH:12]1[CH2:17][CH2:16][CH2:15][C@@H:14]([C:18]([O:20][CH2:21][CH3:22])=[O:19])[CH2:13]1.C(=O)([O-])[O-].[K+].[K+].[I-].[K+].[CH3:31][C:32](=O)[CH2:33][CH3:34]>ClCCl>[ClH:1].[CH2:21]([O:20][C:18]([C@@H:14]1[CH2:15][CH2:16][CH2:17][N:12]([CH2:18][CH2:14][CH2:13][N:12]2[C:33]3[CH:34]=[CH:2][CH:5]=[CH:7][C:32]=3[C:31]3[CH:15]=[CH:16][CH:17]=[CH:9][C:7]=3[C:5]3[CH:31]=[CH:32][CH:33]=[CH:34][C:2]2=3)[CH2:13]1)=[O:19])[CH3:22] |f:1.2,3.4.5,6.7,10.11|. Isolated yield 41.0%. Starting materials: [Cl-] (chloride), C(=O)(O)C(O)C(O)C(=O)O.N1C[C@@H](CCC1)C(=O)OCC (ethyl (R)-3-piperidinecarboxylate tartrate), C([O-])([O-])=O.[K+].[K+] (potassium carbonate), [I-].[K+] (potassium iodide), CC(CC)=O (2-butanone). Reactants: C(=O)([O-])[O-].[Na+].[Na+] (Na2CO3), Cl (HCl), C(C)(C)(C)OC(=O)N1CCC(CC1)(C=1SC=CC1)N(C)C (tert-butyloxycarbonyl-4-(dimethylamino)-4-(thiophen-2-yl)piperidine), O (water). Run in C(Cl)(Cl)Cl (chloroform). The product is CN(C1(CCNCC1)C=1SC=CC1)C (N,N-Dimethyl-4-(thiophen-2-yl)piperidin-4-amine). Isolated yield 88.6%. As a reaction SMILES: Cl.C(OC([N:9]1[CH2:14][CH2:13][C:12]([N:20]([CH3:22])[CH3:21])([C:15]2[S:16][CH:17]=[CH:18][CH:19]=2)[CH2:11][CH2:10]1)=O)(C)(C)C.O.C([O-])([O-])=O.[Na+].[Na+]>C(Cl)(Cl)Cl>[CH3:21][N:20]([CH3:22])[C:12]1([C:15]2[S:16][CH:17]=[CH:18][CH:19]=2)[CH2:13][CH2:14][NH:9][CH2:10][CH2:11]1 |f:3.4.5|. Procedure: HCl gas was passed through a solution of 10 g (1 eq.) tert-butyloxycarbonyl-4-(dimethylamino)-4-(thiophen-2-yl)piperidine in chloroform at 0° C. for ±1 h. Once the conversion was complete, 200 ml water were added to the reaction mixture, it was adjusted to a pH of ˜8 with Na2CO3 and then extracted with 15% IPA/CHCl3. The combined organic phases were dried over Na2SO4. Following removal of the solvent under reduced pressure, 6 g (89%) of product were obtained in the form of a white solid. Reactants: O=C1CCC(=O)N1Br, CC(=O)O, [O-][Cl+3]([O-])([O-])O, [Na+], C1COCCO1, [OH-], O, CC(=O)C1CCC2C3CCC4CC(O)CCC4(C)C3=CCC12C. Product: CC(=O)C1CCC2C3CCC4CC(O)CCC4(C)C34OC4CC12C. As a reaction SMILES: [Br:24][N:25]1[C:26](=[O:28])[CH2:29][CH2:30][C:31]1=[O:27].[CH3:46][C:47](=[O:48])[OH:49].[Cl+3:32]([OH:33])([O-:34])([O-:35])[O-:36].[Na+:38].[O:39]1[CH2:40][CH2:41][O:42][CH2:43][CH2:44]1.[OH-:37].[OH2:45].[OH:1][CH:2]1[CH2:3][CH:4]2[CH2:5][CH2:6][CH:7]3[CH:8]4[CH2:9][CH2:10][CH:11]([C:12]([CH3:13])=[O:14])[C:15]4([CH3:23])[CH2:16][CH:17]=[C:18]3[C:19]2([CH3:22])[CH2:20][CH2:21]1>>[OH:1][CH:2]1[CH2:3][CH:4]2[CH2:5][CH2:6][CH:7]3[CH:8]4[CH2:9][CH2:10][CH:11]([C:12]([CH3:13])=[O:14])[C:15]4([CH3:23])[CH2:16][CH:17]4[C:18]3([C:19]2([CH3:22])[CH2:20][CH2:21]1)[O:27]4. The reactants are CCI, CN(C)C=O, [H-], O=c1[nH]c(=O)n(-c2cccc([N+](=O)[O-])c2)c2ccccc12, [Na+], O. The product is CCn1c(=O)c2ccccc2n(-c2cccc([N+](=O)[O-])c2)c1=O. RXN SMILES: [CH2:29]([CH3:30])[I:31].[CH3:22][N:23]([CH3:24])[CH:25]=[O:26].[H-:27].[N+:1](=[O:2])([O-:3])[c:4]1[cH:5][c:6](-[n:10]2[c:11](=[O:21])[nH:12][c:13](=[O:20])[c:14]3[cH:15][cH:16][cH:17][cH:18][c:19]23)[cH:7][cH:8][cH:9]1.[Na+:28].[OH2:32]>>[N+:1](=[O:2])([O-:3])[c:4]1[cH:5][c:6](-[n:10]2[c:11](=[O:21])[n:12]([CH2:29][CH3:30])[c:13](=[O:20])[c:14]3[cH:15][cH:16][cH:17][cH:18][c:19]23)[cH:7][cH:8][cH:9]1. Reactants: CC(C)(C)OC(=O)NC1CCC(CCN2CCC(C(=O)c3ccc(Cl)cc3Cl)CC2)CC1, O=C(O)C(F)(F)F. Yields the product NC1CCC(CCN2CCC(C(=O)c3ccc(Cl)cc3Cl)CC2)CC1. Reaction SMILES: [C:1]([O:2][C:3](=[O:4])[NH:7][CH:8]1[CH2:9][CH2:10][CH:11]([CH2:14][CH2:15][N:16]2[CH2:17][CH2:18][CH:19]([C:22]([c:23]3[c:24]([Cl:30])[cH:25][c:26]([Cl:29])[cH:27][cH:28]3)=[O:31])[CH2:20][CH2:21]2)[CH2:12][CH2:13]1)([CH3:5])([CH3:6])[CH3:32].[OH:33][C:34]([C:35]([F:36])([F:37])[F:38])=[O:39]>>[NH2:7][CH:8]1[CH2:9][CH2:10][CH:11]([CH2:14][CH2:15][N:16]2[CH2:17][CH2:18][CH:19]([C:22]([c:23]3[c:24]([Cl:30])[cH:25][c:26]([Cl:29])[cH:27][cH:28]3)=[O:31])[CH2:20][CH2:21]2)[CH2:12][CH2:13]1. Reactants: C(C1=CC(O)=C(O)C(O)=C1)(=O)N (gallamide), S(=O)(Cl)Cl (thionylchloride). Solvent: C(C)(=O)OCC (ethyl acetate). Run at temperature 90 celsius. Product: C(C1=CC(O)=C(O)C(O)=C1)#N (gallonitrile). The yield is 86.0%. As a reaction SMILES: [C:1]([NH2:12])(=O)[C:2]1[CH:10]=[C:8]([OH:9])[C:6]([OH:7])=[C:4]([OH:5])[CH:3]=1.S(Cl)(Cl)=O>C(OCC)(=O)C>[C:1](#[N:12])[C:2]1[CH:3]=[C:4]([OH:5])[C:6]([OH:7])=[C:8]([OH:9])[CH:10]=1. Procedure details: A reaction mixture containing 23.5 g. of gallamide, 180 ml. of ethyl acetate and 35 ml. of thionylchloride was refluxed for about 18 hours. The volatile contents were removed by evaporation in vacuo and the resulting residue dissolved in 215 ml. of water. This aqueous solution was heated to about 90° C. until the evolution of gas had ceased. The aqueous solution was filtered through charcoal and the water removed from the filtrate by evaporation. 18 g. of gallonitrile were obtained melting at ab...